Dataset: the Open Reaction Database (ORD), a public repository of structured organic reaction records. Task: describe an organic reaction: reactants, conditions, products, and yield Starting materials: O1CCOC12CCC(CC2)C(CC)N(C)C ((1-{1,4-dioxaspiro[4.5]decan-8-yl}propyl)dimethylamine), Cl (HCl). The solvent is CC#N (CH3CN). Product: CN(C(CC)C1CCC(CC1)=O)C (4-(1-(dimethylamino)propyl)cyclohexanone). RXN SMILES: O1[C:5]2([CH2:10][CH2:9][CH:8]([CH:11]([N:14]([CH3:16])[CH3:15])[CH2:12][CH3:13])[CH2:7][CH2:6]2)[O:4]CC1.Cl>CC#N>[CH3:16][N:14]([CH3:15])[CH:11]([CH:8]1[CH2:9][CH2:10][C:5](=[O:4])[CH2:6][CH2:7]1)[CH2:12][CH3:13]. Procedure details: A solution of (1-{1,4-dioxaspiro[4.5]decan-8-yl}propyl)dimethylamine (as prepared in the previous step, 80 mg, 0.35 mmol, 1.00 equiv) in CH3CN (5 mL) and HCl (1M, 1 mL) was stirred for 2 h at room temperature. The resulting mixture was concentrated under vacuum. The residue was diluted with 10 mL of aq. sodium bicarbonate (1M). The resulting solution was extracted with 2×20 mL of dichloromethane. The organic layers were combined, dried over anhydrous sodium sulfate and concentrated under vacuum ... As a reaction SMILES: [CH2:1]1[CH2:2][N:3]=[C:4]2[N:5]1[c:6]1[cH:7][cH:8][c:9]([S:14][c:15]3[cH:16][c:17]([C:21]4([OH:27])[CH2:22][CH2:23][O:24][CH2:25][CH2:26]4)[cH:18][cH:19][cH:20]3)[cH:10][c:11]1[CH:12]=[CH:13]2.[H-:28].[I:30][CH3:31].[Na+:29].[O:32]=[CH:33][N:34]([CH3:35])[CH3:36]>>[CH2:1]1[CH2:2][N:3]=[C:4]2[N:5]1[c:6]1[cH:7][cH:8][c:9]([S:14][c:15]3[cH:16][c:17]([C:21]4([O:27][CH3:31])[CH2:22][CH2:23][O:24][CH2:25][CH2:26]4)[cH:18][cH:19][cH:20]3)[cH:10][c:11]1[CH:12]=[CH:13]2. The product is COC1(c2cccc(Sc3ccc4c(c3)C=CC3=NCCN34)c2)CCOCC1. Reactants: OC1(c2cccc(Sc3ccc4c(c3)C=CC3=NCCN34)c2)CCOCC1, [H-], CI, [Na+], CN(C)C=O. Procedure: A solution of 20.6 grams (82 mmol) of impure bromomethyl methyl isopropylidenemalonate and 15.2 grams (0.169 mol) of aniline in 25 mL of absolute ethanol were stirred at room temperature. Initially a homogeneous solution formed. After a mildly exothermic reaction a precipitate formed. The reaction was refluxed for 1 hour, cooled, and filtered. The collected product was washed with ethanol and water to give 10.0 grams (43 mmol, 52% yield) of crude product. An analytical sample was prepared by rec... Solvent: C(C)O (ethanol). Yield: 52.4%. RXN SMILES: [C:1](=[C:4]([C:10]([O:12]C)=O)[C:5]([O:7][CH2:8]Br)=[O:6])([CH3:3])[CH3:2].[NH2:14][C:15]1[CH:20]=[CH:19][CH:18]=[CH:17][CH:16]=1>C(O)C>[CH3:8][O:7][C:5]([C:4]1[C:10](=[O:12])[N:14]([C:15]2[CH:20]=[CH:19][CH:18]=[CH:17][CH:16]=2)[CH2:2][C:1]=1[CH3:3])=[O:6]. Product: COC(=O)C=1C(N(CC1C)C1=CC=CC=C1)=O (3-Methoxycarbonyl 4-methyl-1-phenyl-3-pyrrolin-2-one). Starting materials: C(C)(C)=C(C(=O)OCBr)C(=O)OC (bromomethyl methyl isopropylidenemalonate), NC1=CC=CC=C1 (aniline). Reactants: CCO, ClCCl, ClCCl, Cc1ccc2c(Cl)nccc2c1[N+](=O)[O-], Cl[Sn]Cl. The product is Cc1ccc2c(Cl)nccc2c1N. RXN SMILES: [CH3:19][CH2:20][OH:21].[Cl:22][CH2:23][Cl:24].[Cl:25][CH2:26][Cl:27].[Cl:4][c:5]1[n:6][cH:7][cH:8][c:9]2[c:10]([N+:16]([O-:17])=[O:18])[c:11]([CH3:15])[cH:12][cH:13][c:14]12.[Sn:1]([Cl:2])[Cl:3]>>[Cl:4][c:5]1[n:6][cH:7][cH:8][c:9]2[c:10]([NH2:16])[c:11]([CH3:15])[cH:12][cH:13][c:14]12. Starting materials: FC=1C(=C(C(=C2C1C(=O)OC2=O)F)F)F (tetrafluorophthalic anhydride), O (water). Reagents/catalysts: Cl (hydrochloric acid), S(O)(O)(=O)=O (sulfuric acid). Yields the product FC=1C(=C(C(=C(C1C(=O)O)C(=O)O)F)F)F (tetrafluorophthalic acid). Reaction SMILES: [F:1][C:2]1[C:3]([F:15])=[C:4]([F:14])[C:5]([F:13])=[C:6]2[C:11](=[O:12])[O:10][C:8](=[O:9])[C:7]=12.[OH2:16]>Cl.S(=O)(=O)(O)O>[F:1][C:2]1[C:3]([F:15])=[C:4]([F:14])[C:5]([F:13])=[C:6]([C:11]([OH:10])=[O:12])[C:7]=1[C:8]([OH:16])=[O:9]. Procedure details: In the second step, high-purity tetrafluorophthalic acid can be obtained by first isolating tetrafluorophthalic anhydride formed as a reaction intermediate, or separating the product in solution from the reaction system, and hydrolyzing the product under acidic or neutral conditions, and this embodiment is particularly preferred. For example, by hydrolyzing the N-substituted tetrafluorophthalimide under acid conditions (e.g., H2SO4 concentration: from about 50 to 98%) and, after cooling, extract... Starting materials: CO, COC1=C(N=O)C(=O)NC1=Cc1ccccc1, N. Product: NC1=C(N=O)C(=O)NC1=Cc1ccccc1. Reaction SMILES: [CH3:19][OH:20].[CH:1]([c:2]1[cH:3][cH:4][cH:5][cH:6][cH:7]1)=[C:8]1[C:9]([O:16][CH3:17])=[C:10]([N:14]=[O:15])[C:11](=[O:13])[NH:12]1.[NH3:18]>>[CH:1]([c:2]1[cH:3][cH:4][cH:5][cH:6][cH:7]1)=[C:8]1[C:9]([NH2:18])=[C:10]([N:14]=[O:15])[C:11](=[O:13])[NH:12]1.